This data is from the Open Reaction Database (ORD), a public repository of structured organic reaction records. The task is: describe an organic reaction: reactants, conditions, products, and yield Reactants: OC=1C=C(C=CC1)NC=1C=CC(=C(C1)C1=C(C(=C(S1)SC)C#N)C=1C=NC=CC1)C (5-[5-(3-hydroxyphenylamino)-2-methyl-phenyl]-2-methylsulfanyl-4-pyridin-3-yl-thiophene-3-carbonitrile), BrCCCO (3-bromo-propan-1-ol), C(=O)([O-])[O-].[K+].[K+] (K2CO3). Run in CN(C)C=O (DMF). Yields the product OCCCOC=1C=C(C=CC1)NC=1C=CC(=C(C1)C1=C(C(=C(S1)SC)C#N)C=1C=NC=CC1)C (5-{5-[3-(3-Hydroxy-propoxy)-phenylamino]-2-methyl-phenyl}-2-methylsulfanyl-4-pyridin-3-yl-thiophene-3-carbonitrile). Yield: 98.5%. Reaction SMILES: [OH:1][C:2]1[CH:3]=[C:4]([NH:8][C:9]2[CH:10]=[CH:11][C:12]([CH3:30])=[C:13]([C:15]3[S:19][C:18]([S:20][CH3:21])=[C:17]([C:22]#[N:23])[C:16]=3[C:24]3[CH:25]=[N:26][CH:27]=[CH:28][CH:29]=3)[CH:14]=2)[CH:5]=[CH:6][CH:7]=1.Br[CH2:32][CH2:33][CH2:34][OH:35].C([O-])([O-])=O.[K+].[K+]>CN(C=O)C>[OH:35][CH2:34][CH2:33][CH2:32][O:1][C:2]1[CH:3]=[C:4]([NH:8][C:9]2[CH:10]=[CH:11][C:12]([CH3:30])=[C:13]([C:15]3[S:19][C:18]([S:20][CH3:21])=[C:17]([C:22]#[N:23])[C:16]=3[C:24]3[CH:25]=[N:26][CH:27]=[CH:28][CH:29]=3)[CH:14]=2)[CH:5]=[CH:6][CH:7]=1 |f:2.3.4|. Procedure: To a solution of 5-[5-(3-hydroxyphenylamino)-2-methyl-phenyl]-2-methylsulfanyl-4-pyridin-3-yl-thiophene-3-carbonitrile (330 mg, 0.77 mmol) in DMF (anhydrous, 5 mL) was added 3-bromo-propan-1-ol (214 mL, 1.54 mmol). The reaction was stirred at 70° C. in the presence of excess K2CO3 overnight then cooled to ambient temperature and partitioned between water and DCM. The mixture was extracted with DCM (30 ml×3) and the combined organic layers were dried over Na2SO4 and concentrated in vacuo. Purific... Reactants: [OH-].[Na+] (NaOH), COC=1C=C(C=O)C=C(C1)OC (3,5-dimethoxy benzaldehyde), C(C)(=O)C1=NC=CC=C1 (2-acetylpyridine). The solvent is O (H2O), CO (methanol), CO (MeOH). Reaction conditions: temperature 0 celsius, time 16 hour. The product is COC=1C=C(C=C2C(N=CC=C2)C(C)=O)C=C(C1)OC (3,5-Dimethoxy Benzylidene-2-acetylpyridine). As a reaction SMILES: [OH-].[Na+].[CH3:3][O:4][C:5]1[CH:6]=[C:7]([CH:10]=[C:11]([O:13][CH3:14])[CH:12]=1)[CH:8]=O.[C:15]([C:18]1[CH:23]=[CH:22][CH:21]=[CH:20][N:19]=1)(=[O:17])[CH3:16]>O.CO>[CH3:3][O:4][C:5]1[CH:6]=[C:7]([CH:10]=[C:11]([O:13][CH3:14])[CH:12]=1)[CH:8]=[C:23]1[CH:22]=[CH:21][CH:20]=[N:19][CH:18]1[C:15](=[O:17])[CH3:16] |f:0.1|. Procedure: To a well stirred solution of NaOH (12 g, 0.3 mmole) in H2O (125 ml) and methanol (250 ml) at 0° C. was added 3,5-dimethoxy benzaldehyde (19 g, 0.11 mmole) followed by a solution of 2-acetylpyridine (14.4 g, 0.12 mmole) in MeOH. The reaction was stirred at 0° C. for 1 hour and at room temperature for 16 hours. The precipitate was filtered and recrystallized from MeOH (Yield: 18 mg, 57%). The preparation scheme is shown below: Reactants: S=C1SC2=CC=3OC=CC3N=C2N1CCCC(=O)O (4-(2-Thioxo-7-oxa-1-thia-3,4-diaza-s-indacen-3-yl)-butyric acid), CuCl2 dihydrate, [N+](=O)([O-])C1=CC=CC=C1 (nitrobenzene), Nitrosyltetrafluoroborate, CCCCCC (hexane), O (water). Solvent: C(C)#N (acetonitrile), C(C)#N (acetonitrile), C(C)(=O)OCC (ethyl acetate), C(C)#N (acetonitrile), C(C)(=O)OCC (ethyl acetate). Conditions: temperature -10 celsius, time 1 hour. Yields the product crude product, [N+](=O)([O-])C1=CC=C(C=C1)C1=CC=2N=C3N(C(SC3=CC2O1)=S)CCCC(=O)O (4-[6-(4-nitro-phenyl)-2-thioxo-7-oxa-1-thia-3,4-diaza-s-indacen-3-yl]-butyric acid). Reaction SMILES: [S:1]=[C:2]1[N:13]([CH2:14][CH2:15][CH2:16][C:17]([OH:19])=[O:18])[C:12]2[C:4](=[CH:5][C:6]3[O:7][CH:8]=[CH:9][C:10]=3[N:11]=2)[S:3]1.[N+:20]([C:23]1[CH:28]=[CH:27][CH:26]=[CH:25][CH:24]=1)([O-:22])=[O:21].CCCCCC.O>C(#N)C.C(OCC)(=O)C>[N+:20]([C:23]1[CH:28]=[CH:27][C:26]([C:8]2[O:7][C:6]3[CH:5]=[C:4]4[C:12]([N:13]([CH2:14][CH2:15][CH2:16][C:17]([OH:19])=[O:18])[C:2](=[S:1])[S:3]4)=[N:11][C:10]=3[CH:9]=2)=[CH:25][CH:24]=1)([O-:22])=[O:21]. Procedure: 4-(2-Thioxo-7-oxa-1-thia-3,4-diaza-s-indacen-3-yl)-butyric acid (0.2 mmol) was dissolved in dry acetonitrile (2 ml) under nitrogen atmosphere, and the solution was cooled to −10° C. Nitrosyltetrafluoroborate (NOBF4, 0.24 mmol) mixed in dry acetonitrile (1 ml) was added thereto, and the mixture turned red immediately. The resulting mixture was stirred for one hour at −10° C., and a mixture of nitrobenzene (0.4 mmol) and a solution of CuCl2 dihydrate (15 mmol) in acetonitrile (1 ml) was added drop...